This data is from the Open Reaction Database (ORD), a public repository of structured organic reaction records. The task is: describe an organic reaction: reactants, conditions, products, and yield Starting materials: ClC(Cl)Cl, OC(c1cccc2nnsc12)C(Cl)(Cl)Cl. Product: O=C(c1cccc2nnsc12)C(Cl)(Cl)Cl. Reaction SMILES: [CH:16]([Cl:17])([Cl:18])[Cl:19].[Cl:1][C:2]([CH:3]([OH:4])[c:5]1[cH:6][cH:7][cH:8][c:9]2[n:10][n:11][s:12][c:13]12)([Cl:14])[Cl:15]>>[Cl:1][C:2]([C:3](=[O:4])[c:5]1[cH:6][cH:7][cH:8][c:9]2[n:10][n:11][s:12][c:13]12)([Cl:14])[Cl:15]. Reactants: CO, O, CCOC(=O)C(=O)c1ccsc1. The product is O=C(O)C(=O)c1ccsc1. Reaction SMILES: [CH3:13][OH:14].[OH2:15].[s:1]1[cH:2][c:3]([C:6]([C:7](=[O:8])[O:9][CH2:10][CH3:11])=[O:12])[cH:4][cH:5]1>>[s:1]1[cH:2][c:3]([C:6]([C:7](=[O:8])[OH:9])=[O:12])[cH:4][cH:5]1.